Dataset: the Open Reaction Database (ORD), a public repository of structured organic reaction records. Task: describe an organic reaction: reactants, conditions, products, and yield Reactants: CCOC(C)=O, CCO, COc1ccc(N(Cc2cccnc2)c2ccc([N+](=O)[O-])c(C(=O)O)c2)cc1OC1CCCC1. Product: COc1ccc(N(Cc2cccnc2)c2ccc(N)c(C(=O)O)c2)cc1OC1CCCC1. Reaction SMILES: [CH3:35][CH2:36][O:37][C:38]([CH3:39])=[O:40].[CH3:41][CH2:42][OH:43].[CH:1]1([O:6][c:7]2[cH:8][c:9]([N:10]([CH2:11][c:12]3[cH:13][n:14][cH:15][cH:16][cH:17]3)[c:18]3[cH:19][c:20]([C:27](=[O:28])[OH:29])[c:21]([N+:24]([O-:25])=[O:26])[cH:22][cH:23]3)[cH:30][cH:31][c:32]2[O:33][CH3:34])[CH2:2][CH2:3][CH2:4][CH2:5]1>>[CH:1]1([O:6][c:7]2[cH:8][c:9]([N:10]([CH2:11][c:12]3[cH:13][n:14][cH:15][cH:16][cH:17]3)[c:18]3[cH:19][c:20]([C:27](=[O:28])[OH:29])[c:21]([NH2:24])[cH:22][cH:23]3)[cH:30][cH:31][c:32]2[O:33][CH3:34])[CH2:2][CH2:3][CH2:4][CH2:5]1.